This data is from the Open Reaction Database (ORD), a public repository of structured organic reaction records. The task is: describe an organic reaction: reactants, conditions, products, and yield Starting materials: BrCC(C)C (1-Bromo-2-methylpropane), C1(O)=CC(O)=CC=C1 (resorcinol), CN(C)C=O (DMF), resultant solution, [H-].[Na+] (NaH). The solvent is CCOC(=O)C (EtOAc). Run at time 30 minute. Product: C(C(C)C)OC=1C=C(C=CC1)O (3-Isobutoxyphenol). Yield: 44.3%. Reaction SMILES: [C:1]1([CH:8]=[CH:7][CH:6]=[C:4]([OH:5])[CH:3]=1)[OH:2].CN(C=O)C.[H-].[Na+].Br[CH2:17][CH:18]([CH3:20])[CH3:19]>CCOC(C)=O>[CH2:17]([O:2][C:1]1[CH:3]=[C:4]([OH:5])[CH:6]=[CH:7][CH:8]=1)[CH:18]([CH3:20])[CH3:19] |f:2.3|. Procedure details: A 1 L 3-neck flask fitted with a stir-bar, addition funnel, and an Ar inlet was charged with resorcinol (20.0 g, 182 mmol) and DMF (400 mL). To the resultant solution was added NaH (4.82 g, 200 mmol) in two portions, 10 min apart. The mixture stirred at rt 30 min. 1-Bromo-2-methylpropane (37.4 g, 273 mmol) was then added, and the mixture was heated at 80° C. overnight. The mixture was cooled, diluted with EtOAc (300 mL), and washed with H2O (2×250 mL). The aqueous phases were back-extracted with... The reactants are O=C([O-])[O-], CCC(C)=O, Clc1cccc(CBr)c1, [K+], [K+], CNC(=O)C(C)(C)Oc1ccc(O)cc1. The product is CNC(=O)C(C)(C)Oc1ccc(OCc2cccc(Cl)c2)cc1. As a reaction SMILES: [C:25](=[O:26])([O-:27])[O-:28].[CH3:31][C:32](=[O:33])[CH2:34][CH3:35].[Cl:16][c:17]1[cH:18][c:19]([CH2:20][Br:21])[cH:22][cH:23][cH:24]1.[K+:29].[K+:30].[OH:1][c:2]1[cH:3][cH:4][c:5]([O:6][C:7]([C:8](=[O:9])[NH:10][CH3:11])([CH3:12])[CH3:13])[cH:14][cH:15]1>>[O:1]([c:2]1[cH:3][cH:4][c:5]([O:6][C:7]([C:8](=[O:9])[NH:10][CH3:11])([CH3:12])[CH3:13])[cH:14][cH:15]1)[CH2:20][c:19]1[cH:18][c:17]([Cl:16])[cH:24][cH:23][cH:22]1. Reactants: pentyl ester, C(C)NC=1C(=CC(=CC1)S(=O)(=O)C(F)(F)F)N (N1-Ethyl-4-trifluoromethanesulfonyl-benzene-1,2-diamine), C(C)OC(C(C(=O)OCC)=O)=O (2-oxo-malonic acid diethyl ester), C(CCCC)OC(=O)C1=NC2=C(N1CC)C=CC(=C2)S(=O)(=O)C(F)(F)F (1-Ethyl-5-trifluoromethanesulfonyl-1H-benzoimidazole-2-carboxylic acid pentyl ester). Run in C(C)O (ethanol), [OH-].[Na+] (sodium hydroxide), C(CCCC)O (pentanol). Run at temperature 40 celsius, time 2 hour. Product: C(C)N1C(=NC2=C1C=CC(=C2)S(=O)(=O)C(F)(F)F)C(=O)O (1-Ethyl-5-trifluoromethanesulfonyl-1H-benzoimidazole-2-carboxylic acid). Reaction SMILES: C(NC1C(N)=CC(S(C(F)(F)F)(=O)=O)=CC=1)C.C(OC(=O)C(=O)C(OCC)=O)C.C([O:35][C:36]([C:38]1[N:42]([CH2:43][CH3:44])[C:41]2[CH:45]=[CH:46][C:47]([S:49]([C:52]([F:55])([F:54])[F:53])(=[O:51])=[O:50])=[CH:48][C:40]=2[N:39]=1)=[O:37])CCCC>C(O)CCCC.C(O)C.[OH-].[Na+]>[CH2:43]([N:42]1[C:41]2[CH:45]=[CH:46][C:47]([S:49]([C:52]([F:54])([F:53])[F:55])(=[O:50])=[O:51])=[CH:48][C:40]=2[N:39]=[C:38]1[C:36]([OH:37])=[O:35])[CH3:44] |f:5.6|. Procedure: N1-Ethyl-4-trifluoromethanesulfonyl-benzene-1,2-diamine (134 mg, 0.50 mmol) and 2-oxo-malonic acid diethyl ester (91 μL, 1.2 equiv) were dissolved in 0.7 mL dry pentanol and heated to reflux for 24 h. The reaction mixture was then evaporated by blowing with a stream of nitrogen while heating, the oil was then placed under full vacuum for at least 20 h whereupon a low melting solid began to form. 1-Ethyl-5-trifluoromethanesulfonyl-1H-benzoimidazole-2-carboxylic acid pentyl ester 1HNMR (400 MHz, d... Reactants: [OH-].[Na+] (sodium hydroxide), O=CC1=CC(OC)=C(O)C=C1 (Vanillin), BrCC=CCBr (1,4-Dibromo-2-butene). The solvent is O (water). Product: C(C=CCOC1=C(C=C(C=O)C=C1)OC)OC1=C(C=C(C=O)C=C1)OC (4,4'-[2-butene-1,4-diylbis(oxy)]bis[3-methoxybenzaldehyde]). As a reaction SMILES: [O:1]=[CH:2][C:3]1[CH:11]=[CH:10][C:8]([OH:9])=[C:5]([O:6][CH3:7])[CH:4]=1.[OH-:12].[Na+].Br[CH2:15][CH:16]=[CH:17][CH2:18]Br>O>[CH2:15]([O:12][C:8]1[CH:10]=[CH:11][C:3]([CH:2]=[O:1])=[CH:4][C:5]=1[O:6][CH3:7])[CH:16]=[CH:17][CH2:18][O:9][C:8]1[CH:10]=[CH:11][C:3]([CH:2]=[O:1])=[CH:4][C:5]=1[O:6][CH3:7] |f:1.2|. Procedure: Vanillin (30.4 g, 0.20 m) is dissolved in water (150 mL), containing sodium hydroxide (8.5 g). 1,4-Dibromo-2-butene (21.4 g, 0.1 m) is added and the reaction mixture heated at reflux for 6 hours. After the reaction mixture is cooled, the product is collected by filtration, washed with water, dried in air, and finally recrystallized from toluene (200 mL). The yield is 18.8 g (52.8% of the theoretical yield) of 4,4'-[2-butene-1,4-diylbis(oxy)]bis[3-methoxybenzaldehyde] as indicated by mass spectro...